From a dataset of the Open Reaction Database (ORD), a public repository of structured organic reaction records. describe an organic reaction: reactants, conditions, products, and yield Reactants: Cc1nc2sccn2c(=O)c1-c1ccc(C#N)cc1, CC[O-], CCO, O=Cc1cccnc1, [Na+]. Yields the product N#Cc1ccc(-c2c(C=Cc3cccnc3)nc3sccn3c2=O)cc1. RXN SMILES: [CH3:1][c:2]1[n:3][c:4]2[n:5]([c:6](=[O:16])[c:7]1-[c:8]1[cH:9][cH:10][c:11]([C:12]#[N:13])[cH:14][cH:15]1)[cH:17][cH:18][s:19]2.[CH3:29][CH2:30][O-:31].[CH3:32][CH2:33][OH:34].[CH:20]([c:21]1[cH:22][n:23][cH:24][cH:25][cH:26]1)=[O:27].[Na+:28]>>[CH:1]([c:2]1[n:3][c:4]2[n:5]([c:6](=[O:16])[c:7]1-[c:8]1[cH:9][cH:10][c:11]([C:12]#[N:13])[cH:14][cH:15]1)[cH:17][cH:18][s:19]2)=[CH:20][c:21]1[cH:22][n:23][cH:24][cH:25][cH:26]1.